From a dataset of the Open Reaction Database (ORD), a public repository of structured organic reaction records. describe an organic reaction: reactants, conditions, products, and yield Reactants: ClC1=C(C=CC=C1Cl)[N+](=O)[O-] (2,3-dichloronitrobenzene), Cl (HCl), ice, C(C)OC(CC#N)=O (ethylcyanoacetate), CC(C)([O-])C.[K+] (potassium tert-butoxide). Solvent: CCCCCC (hexane), C(C)(=O)OCC (ethyl acetate), O (water), C1CCOC1 (THF). Conditions: time 15 minute. Yields the product C(C)OC(C(C#N)C1C(C=CC=C1)([N+](=O)[O-])Cl)=O (Ethyl(2-chloro-2-nitrophenyl)(cyano)acetate). RXN SMILES: [CH2:1]([O:3][C:4](=[O:8])[CH2:5][C:6]#[N:7])[CH3:2].CC(C)([O-])C.[K+].Cl[C:16]1[C:21](Cl)=[CH:20][CH:19]=[CH:18][C:17]=1[N+:23]([O-:25])=[O:24].[ClH:26]>C1COCC1.C(OCC)(=O)C.CCCCCC.O>[CH2:1]([O:3][C:4](=[O:8])[CH:5]([CH:16]1[CH:21]=[CH:20][CH:19]=[CH:18][C:17]1([Cl:26])[N+:23]([O-:25])=[O:24])[C:6]#[N:7])[CH3:2] |f:1.2|. Reported procedure: To an ice cold solution of ethylcyanoacetate (10.9 mL, 102.4 mmol) in anhydrous THF (170 mL) under nitrogen, was added potassium tert-butoxide (12.7 g, 107.5 mmol). The formed white suspension was stirred for 15 minutes, then treated with 2,3-dichloronitrobenzene (9.83 g, 51.2 mmol). The suspension was heated at reflux for 48 hours. The resulting reddish brown solution was poured into water, and the aqueous mixture was acidified to pH 2 with concentrated HCl. The mixture was extracted with ether... The reactants are CCC(CC)CNCc1ccc(-c2cc(C(N)=O)c3[nH]cc(C4CCN(S(=O)(=O)CC)CC4)c3c2)s1, COCCCN, O=Cc1ccc(B(O)O)s1. Product: COCCCNCc1ccc(B(O)O)s1. As a reaction SMILES: [CH2:1]([CH:2]([CH2:3][CH3:4])[CH2:5][NH:6][CH2:7][c:8]1[s:9][c:10](-[c:11]2[cH:12][c:13]3[c:14]([c:15]([C:16]([NH2:17])=[O:18])[cH:19]2)[nH:20][cH:21][c:22]3[CH:23]2[CH2:24][CH2:25][N:26]([S:27]([CH2:28][CH3:29])(=[O:30])=[O:31])[CH2:32][CH2:33]2)[cH:34][cH:35]1)[CH3:36].[CH3:47][O:48][CH2:49][CH2:50][CH2:51][NH2:52].[CH:37](=[O:38])[c:39]1[cH:40][cH:41][c:42]([B:44]([OH:45])[OH:46])[s:43]1>>[CH2:37]([c:39]1[cH:40][cH:41][c:42]([B:44]([OH:45])[OH:46])[s:43]1)[NH:52][CH2:51][CH2:50][CH2:49][O:48][CH3:47]. Reactants: CC(=O)c1ccc[nH]1, Fc1ccc(CBr)cc1, [H-], [Na+], CN(C)C=O. The product is CC(=O)c1cccn1Cc1ccc(F)cc1. Reaction SMILES: [CH3:3][C:4](=[O:5])[c:6]1[cH:7][cH:8][cH:9][nH:10]1.[F:11][c:12]1[cH:13][cH:14][c:15]([CH2:16][Br:17])[cH:18][cH:19]1.[H-:1].[Na+:2].[O:20]=[CH:21][N:22]([CH3:23])[CH3:24]>>[CH3:3][C:4](=[O:5])[c:6]1[cH:7][cH:8][cH:9][n:10]1[CH2:16][c:15]1[cH:14][cH:13][c:12]([F:11])[cH:19][cH:18]1. Starting materials: C1(=CC=CC=C1)B(O)O (phenylboronic acid), C([O-])([O-])=O.[K+].[K+] (potassium carbonate), C(C)(=O)N1CCC(CC1)C(=O)N1C[C@H]([C@@H](CC1)N(C(C1=CC=C(C=C1)Br)=O)C)C1=CC(=C(C=C1)Cl)Cl (N-[(3R*,4R*)-1-[(1-acetylpiperidin-4-yl)carbonyl]-3-(3,4-dichlorophenyl)piperidin-4-yl]-4-bromo-N-methylbenzamide). Reagents/catalysts: C=1C=CC(=CC1)[P](C=2C=CC=CC2)(C=3C=CC=CC3)[Pd]([P](C=4C=CC=CC4)(C=5C=CC=CC5)C=6C=CC=CC6)([P](C=7C=CC=CC7)(C=8C=CC=CC8)C=9C=CC=CC9)[P](C=1C=CC=CC1)(C=1C=CC=CC1)C=1C=CC=CC1 (tetrakis(triphenylphosphine)palladium(0)). Run in O (water), C1(=CC=CC=C1)C (toluene), O (water). Conditions: temperature 100 celsius, time 14 hour. The product is C(C)(=O)N1CCC(CC1)C(=O)N1C[C@H]([C@@H](CC1)N(C(=O)C1=CC=C(C=C1)C1=CC=CC=C1)C)C1=CC(=C(C=C1)Cl)Cl (N-[(3R*,4R*)-1-[(1-acetylpiperidin-4-yl)carbonyl]-3-(3,4-dichlorophenyl)piperidin-4-yl]-N-methylbiphenyl-4-carboxamide). The yield is 70.3%. As a reaction SMILES: [C:1]([N:4]1[CH2:9][CH2:8][CH:7]([C:10]([N:12]2[CH2:17][CH2:16][C@@H:15]([N:18]([CH3:28])[C:19](=[O:27])[C:20]3[CH:25]=[CH:24][C:23](Br)=[CH:22][CH:21]=3)[C@H:14]([C:29]3[CH:34]=[CH:33][C:32]([Cl:35])=[C:31]([Cl:36])[CH:30]=3)[CH2:13]2)=[O:11])[CH2:6][CH2:5]1)(=[O:3])[CH3:2].[C:37]1(B(O)O)[CH:42]=[CH:41][CH:40]=[CH:39][CH:38]=1.C(=O)([O-])[O-].[K+].[K+]>C1(C)C=CC=CC=1.O.C1C=CC([P]([Pd]([P](C2C=CC=CC=2)(C2C=CC=CC=2)C2C=CC=CC=2)([P](C2C=CC=CC=2)(C2C=CC=CC=2)C2C=CC=CC=2)[P](C2C=CC=CC=2)(C2C=CC=CC=2)C2C=CC=CC=2)(C2C=CC=CC=2)C2C=CC=CC=2)=CC=1>[C:1]([N:4]1[CH2:9][CH2:8][CH:7]([C:10]([N:12]2[CH2:17][CH2:16][C@@H:15]([N:18]([CH3:28])[C:19]([C:20]3[CH:25]=[CH:24][C:23]([C:37]4[CH:42]=[CH:41][CH:40]=[CH:39][CH:38]=4)=[CH:22][CH:21]=3)=[O:27])[C@H:14]([C:29]3[CH:34]=[CH:33][C:32]([Cl:35])=[C:31]([Cl:36])[CH:30]=3)[CH2:13]2)=[O:11])[CH2:6][CH2:5]1)(=[O:3])[CH3:2] |f:2.3.4,^1:63,65,84,103|. Reported procedure: To a mixture of the compound obtained in Example 18 (0.20 g) in toluene (10 mL) and water (0.5 mL) were added phenylboronic acid (0.083 g), tetrakis(triphenylphosphine)palladium(0) (0.039 g) and potassium carbonate (0.047 g), and the mixture was stirred under an argon atmosphere at 100° C. for 14 hr. The reaction mixture was poured into water, and the resultant product was extracted with ethyl acetate. The organic layer was washed with aqueous ammonium chloride solution and brine and dried, and ... Reactants: CN(C=O)C (N,N-Dimethylformamide), C(C)(C)(C)[Li] (tert-butyllithium), CCCCC (pentane), S1C(=CC=C1)NC(OC(C)(C)C)=O (tert-Butyl 2-Thienylcarbamate). Solvent: C1CCOC1 (THF). Reaction conditions: temperature -78 celsius, time 1.5 hour. Product: C(=O)C1=C(SC=C1)NC(OC(C)(C)C)=O (tert-Butyl 3-Formyl-2-thienylcarbamate). Reaction SMILES: C([Li])(C)(C)C.CCCCC.[S:11]1[CH:15]=[CH:14][CH:13]=[C:12]1[NH:16][C:17](=[O:23])[O:18][C:19]([CH3:22])([CH3:21])[CH3:20].CN(C)[CH:26]=[O:27]>C1COCC1>[CH:26]([C:13]1[CH:14]=[CH:15][S:11][C:12]=1[NH:16][C:17](=[O:23])[O:18][C:19]([CH3:20])([CH3:22])[CH3:21])=[O:27]. Reported procedure: A solution of tert-butyllithium in pentane (1.7 M, 35.4 mL, 60.2 mmol, 2.40 equiv) was added to a solution of tert-butyl 2-thienylcarbamate (10-2, 5.00 g, 25.1 mmol, 1 equiv) in THF (75 mL) at −78° C., and the resulting mixture was stirred at −78° C. for 1.5 h. N,N-Dimethylformamide (5.83 mL, 75.3 mmol, 3.00 equiv) was added, and the mixture was then warmed to 0° C. The reaction mixture was partitioned between water (300 mL) and EtOAc (2×200 mL). The combined organic layers were then dried over ... Reactants: COC1=C(C=CS(=O)(=O)NC2=CC(=C(C=C2)OC)N)C(=CC(=C1)OC)OC (2,4,6-trimethoxystyryl-N-(3-amino-4-methoxyphenyl)-sulfonamide), [O-]C#N.[K+] (potassium cyanate), O (water). Solvent: C(C)(=O)O (acetic acid). Conditions: time 3 hour. Yields the product COC1=C(/C=C/S(=O)(=O)NC2=CC(=C(C=C2)OC)NC(=O)N)C(=CC(=C1)OC)OC ((E)-2,4,6-Trimethoxystyryl-N-[(3-ureido)-4-methoxyphenyl]-sulfonamide). Reaction SMILES: [CH3:1][O:2][C:3]1[CH:23]=[C:22]([O:24][CH3:25])[CH:21]=[C:20]([O:26][CH3:27])[C:4]=1[CH:5]=[CH:6][S:7]([NH:10][C:11]1[CH:16]=[CH:15][C:14]([O:17][CH3:18])=[C:13]([NH2:19])[CH:12]=1)(=[O:9])=[O:8].[O-:28][C:29]#[N:30].[K+].O>C(O)(=O)C>[CH3:1][O:2][C:3]1[CH:23]=[C:22]([O:24][CH3:25])[CH:21]=[C:20]([O:26][CH3:27])[C:4]=1/[CH:5]=[CH:6]/[S:7]([NH:10][C:11]1[CH:16]=[CH:15][C:14]([O:17][CH3:18])=[C:13]([NH:19][C:29]([NH2:30])=[O:28])[CH:12]=1)(=[O:9])=[O:8] |f:1.2|. Procedure: To a solution of 2,4,6-trimethoxystyryl-N-(3-amino-4-methoxyphenyl)-sulfonamide (1 mmol) in glacial acetic acid (10 mL) is added an aqueous solution of potassium cyanate (1 mmol in 2 mL of de-ionized water). The reaction mixture is stirred for 3 h at room temperature. The reaction mixture is then poured into de-ionized water (100 mL) and extracted with ethyl acetate for 3 times. The combined organic layer is then washed with sodium bicarbonate to neutralize acetic acid and then with brine. The o... The reactants are C(C(=O)Cl)(=O)Cl (oxalyl chloride), C(C1=CC=CC=C1)N1C(C(=CC2=CC=CN=C12)C(=O)O)=O (1-benzyl-2-oxo-1,2-dihydro-1,8-naphthyridine-3-carboxylic acid), CN(C=O)C (N,N-dimethylformamide). Solvent: ClCCl (dichloromethane). Conditions: temperature 40 celsius, time 1 hour. Yields the product C(C1=CC=CC=C1)N1C(C(=CC2=CC=CN=C12)C(=O)Cl)=O (1-benzyl-2-oxo-1,2-dihydro-1,8-naphthyridine-3-carboxylic acid chloride). As a reaction SMILES: [CH2:1]([N:8]1[C:17]2[C:12](=[CH:13][CH:14]=[CH:15][N:16]=2)[CH:11]=[C:10]([C:18](O)=[O:19])[C:9]1=[O:21])[C:2]1[CH:7]=[CH:6][CH:5]=[CH:4][CH:3]=1.C(Cl)(=O)C([Cl:25])=O.CN(C)C=O>ClCCl>[CH2:1]([N:8]1[C:17]2[C:12](=[CH:13][CH:14]=[CH:15][N:16]=2)[CH:11]=[C:10]([C:18]([Cl:25])=[O:19])[C:9]1=[O:21])[C:2]1[CH:7]=[CH:6][CH:5]=[CH:4][CH:3]=1. Reported procedure: 1.61 g (5.7 mmol) of 1-benzyl-2-oxo-1,2-dihydro-1,8-naphthyridine-3-carboxylic acid was dissolved in dichloromethane (60 mL), and 3.5 mL (42 mmol) of oxalyl chloride was added thereto. One droplet of N,N-dimethylformamide was added to the above mixture, and the resulting mixture was stirred for one hour at 40° C. The reaction solution was concentrated under reduced pressure, and thus 1-benzyl-2-oxo-1,2-dihydro-1,8-naphthyridine-3-carboxylic acid chloride was obtained. The acid chloride thus obta...